Dataset: the Open Reaction Database (ORD), a public repository of structured organic reaction records. Task: describe an organic reaction: reactants, conditions, products, and yield The reactants are ClC1=NC=C(C(=N1)Cl)F (2,4-dichloro-5-fluoropyrimidine), C(C)OC(=O)C=1NC2=CC=C(C=C2C1)N (2-ethoxycarbonyl-5-indoleamine). Product: C(C)OC(=O)C=1NC2=CC=C(C=C2C1)NC1=NC=C(C(=N1)NC=1C=C2C=C(NC2=CC1)C(=O)OCC)F (N2,N4-bis(2-ethoxycarbonylindol-5-yl)-5-fluoro-2,4-pyrimidinediamine). RXN SMILES: Cl[C:2]1[N:7]=[C:6](Cl)[C:5]([F:9])=[CH:4][N:3]=1.[CH2:10]([O:12][C:13]([C:15]1[NH:16][C:17]2[C:22]([CH:23]=1)=[CH:21][C:20]([NH2:24])=[CH:19][CH:18]=2)=[O:14])[CH3:11]>>[CH2:10]([O:12][C:13]([C:15]1[NH:16][C:17]2[C:22]([CH:23]=1)=[CH:21][C:20]([NH:24][C:2]1[N:7]=[C:6]([NH:24][C:20]3[CH:21]=[C:22]4[C:17](=[CH:18][CH:19]=3)[NH:16][C:15]([C:13]([O:12][CH2:10][CH3:11])=[O:14])=[CH:23]4)[C:5]([F:9])=[CH:4][N:3]=1)=[CH:19][CH:18]=2)=[O:14])[CH3:11]. Reported procedure: In like manner to the preparation of N2,N4-bis(3-hydroxyphenyl)-5-fluoro-2,4-pyrimidinediamine, 2,4-dichloro-5-fluoropyrimidine and 2-ethoxycarbonyl-5-indoleamine were reacted to yield N2,N4-bis(2-ethoxycarbonylindol-5-yl)-5-fluoro-2,4-pyrimidinediamine. 1H NMR (DMSO-d6): δ 11.83 (s, 1H), 11.63 (s, 1H), 9.21 (s, 1H), 8.99 (s, 1H), 8.08 (s, 1H), 8.01 (m, 2H), 7.49–7.22 (m, 4H), 6.92 (s, 1H), 6.63 (s, 1H), 4.29 (q, 4H, J=7.2 Hz), 1.32 (m, 6H); LCMS: ret. time: 24.74 min.; purity: 99%; MS (m/e): 50... Reactants: CC(=O)OC(C)=O, CC(=O)O, Nc1ccc(Cl)cc1F, O. Product: CC(=O)Nc1ccc(Cl)cc1F. As a reaction SMILES: [CH3:10][C:11](=[O:12])[O:13][C:14](=[O:15])[CH3:16].[CH3:18][C:19](=[O:20])[OH:21].[Cl:1][c:2]1[cH:3][c:4]([F:9])[c:5]([NH2:6])[cH:7][cH:8]1.[OH2:17]>>[Cl:1][c:2]1[cH:3][c:4]([F:9])[c:5]([NH:6][C:11]([CH3:10])=[O:12])[cH:7][cH:8]1. Starting materials: 4-(hydroxyalkyl)thiophenol, [O-]S(=O)(=O)[O-].[Na+].[Na+] (Na2SO4), 4-(hydroxyalkyl)phenol, C(C(=O)O)(=O)O (oxalic acid), OCCC1=CC=C(C=C1)O (4-(2-hydroxyethyl)phenol), O1CCCC=C1 (dihydropyran), 4-(hydroxyalkyl)phenols, 4-(hydroxyalkyl)thiophenols, [O-]S(=O)(=O)[O-].[Na+].[Na+] (Na2SO4). Run in CC(=O)C (acetone), CC(=O)C (acetone). Product: C(C(=O)O)(=O)O (oxalic acid), O1C(CCCC1)OCCC1=CC=C(C=C1)O (4-(2-tetrahydropyran-2-yloxyethyl)phenol). Reaction SMILES: [O-]S([O-])(=O)=O.[Na+].[Na+].[O:8]1[CH:13]=[CH:12][CH2:11][CH2:10][CH2:9]1.[C:14]([OH:19])(=[O:18])[C:15]([OH:17])=[O:16].[OH:20][CH2:21][CH2:22][C:23]1[CH:28]=[CH:27][C:26]([OH:29])=[CH:25][CH:24]=1>CC(C)=O>[C:14]([OH:19])(=[O:18])[C:15]([OH:17])=[O:16].[O:8]1[CH2:9][CH2:10][CH2:11][CH2:12][CH:13]1[O:20][CH2:21][CH2:22][C:23]1[CH:28]=[CH:27][C:26]([OH:29])=[CH:25][CH:24]=1 |f:0.1.2|. Procedure: Alternatively, suitable 4-(hydroxyalkyl)phenols or 4-(hydroxyalkyl)thiophenols may be protected in one step by combining a solution of the selected 4-(hydroxyalkyl)phenol or 4-(hydroxyalkyl)thiophenol in acetone with Na2SO4, dihydropyran, and a catalytic amount of oxalic acid. For example, 4-(2-hydroxyethyl)phenol in acetone is reacted with Na2SO4, distilled dihydropyran, and a catalytic amount of oxalic acid for three hours to yield 4-(2-tetrahydropyran-2-yloxyethyl)phenol (9). Reactants: NC=1C=CC2=C(C(C(O2)(F)F)(F)F)C1 (5-amino-2,2,3,3-tetrafluorobenzofuran), aqueous solution, Br (hydrobromic acid), cuprous bromide, aqueous solution, Br (hydrobromic acid), N(=O)[O-].[Na+] (sodium nitrite). Run in O (water), ice water, O (water). Reaction conditions: temperature 3 celsius. The product is BrC=1C=CC2=C(C(C(O2)(F)F)(F)F)C1 (5-bromo-2,2,3,3-tetrafluorobenzofuran). Reaction SMILES: N[C:2]1[CH:3]=[CH:4][C:5]2[O:9][C:8]([F:11])([F:10])[C:7]([F:13])([F:12])[C:6]=2[CH:14]=1.N([O-])=O.[Na+].[BrH:19]>O>[Br:19][C:2]1[CH:3]=[CH:4][C:5]2[O:9][C:8]([F:11])([F:10])[C:7]([F:13])([F:12])[C:6]=2[CH:14]=1 |f:1.2|. Procedure: A stirred mixture of 5-amino-2,2,3,3-tetrafluorobenzofuran (5.0 g, 0.024 mole) and hydrobromic acid (7.3 ml of a 48% aqueous solution) and water (10 ml) was cooled to 3° C. in an ice bath. While maintaining a temperature of less than 5° C., a solution of sodium nitrite (1.7 g, 0.024 mole) in water was added. After complete addition this mixture was stirred for a brief period, then was added slowly to a stirred, refluxing mixture of cuprous bromide (6.9 g, 0.024 mole) in hydrobromic acid (10 ml o... The product is OC(C#CC(=O)OCC=C(C)C)C1=CC=C(C=C1)OC (3-methyl-2-butenyl 4-hydroxy-4-(4-methoxyphenyl)-2-butynoate). As a reaction SMILES: [C:1]([O:5][CH2:6][CH:7]=[C:8]([CH3:10])[CH3:9])(=[O:4])[C:2]#[CH:3].C([Li])CCC.[CH3:16][O:17][C:18]1[CH:25]=[CH:24][C:21]([CH:22]=[O:23])=[CH:20][CH:19]=1.[Cl-].[NH4+]>O1CCCC1>[OH:23][CH:22]([C:21]1[CH:24]=[CH:25][C:18]([O:17][CH3:16])=[CH:19][CH:20]=1)[C:3]#[C:2][C:1]([O:5][CH2:6][CH:7]=[C:8]([CH3:10])[CH3:9])=[O:4] |f:3.4|. Starting materials: C(C#C)(=O)OCC=C(C)C (3-methyl-2-butenyl propiolate), C(CCC)[Li] (n-butyllithium), COC1=CC=C(C=O)C=C1 (4-methoxybenzaldehyde), [Cl-].[NH4+] (ammonium chloride). Run in O1CCCC1 (tetrahydrofuran), O1CCCC1 (tetrahydrofuran). Conditions: time 10 minute. Reported procedure: A solution of 10 g (72 mmol) of 3-methyl-2-butenyl propiolate in 100 ml of tetrahydrofuran was treated at -78° under argon with 47 ml of n-butyllithium (1.6M in hexane). The mixture was stirred at -78° for 10 minutes and then a solution of 8.8 ml (72 mmol) of 4-methoxybenzaldehyde in 100 ml of tetrahydrofuran was added within 30 minutes. The reaction mixture was stirred at -78° for a further 30 minutes, then brought to room temperature and treated with 100 ml of saturated ammonium chloride solut... Starting materials: ice water, [OH-].[Na+] (sodium hydroxide), COC(=O)CCC#CCCC(=O)O (6-methoxycarbonyl-1-carboxy-3-hexyne), O1C=CC=C1 (furan), FC(C(=O)OC(C(F)(F)F)=O)(F)F (trifluoroacetic anhydride). Solvent: ClCCl (dichloromethane). Yields the product O=C(CCC#CCCC(=O)OC)C=1OC=CC1 (1-oxo-1-furyl-7-methoxycarbonyl-4-heptyne). Yield: 91.9%. As a reaction SMILES: [CH3:1][O:2][C:3]([CH2:5][CH2:6][C:7]#[C:8][CH2:9][CH2:10][C:11]([OH:13])=O)=[O:4].[O:14]1[CH:18]=[CH:17][CH:16]=[CH:15]1.FC(F)(F)C(OC(=O)C(F)(F)F)=O.[OH-].[Na+]>ClCCl>[O:13]=[C:11]([C:15]1[O:14][CH:18]=[CH:17][CH:16]=1)[CH2:10][CH2:9][C:8]#[C:7][CH2:6][CH2:5][C:3]([O:2][CH3:1])=[O:4] |f:3.4|. Reported procedure: To a mixture of 6-methoxycarbonyl-1-carboxy-3-hexyne [VI-1] (27.6 g, 0.15 mole), furan (30 7 g, 0.45 mole) and dichloromethane (150 ml) is added trifluoroacetic anhydride (37.8 g, 0.18 mole) at room temperature, and the mixture is reacted at 30°-35° C. for 24 hours. After completion of the reaction, the reaction solution is poured into ice-water, and neutralized with 20% aqueous sodium hydroxide solution. The organic layer is separated and washed successively with 5% aqueous sodium hydrogen carb...